This data is from the Open Reaction Database (ORD), a public repository of structured organic reaction records. The task is: describe an organic reaction: reactants, conditions, products, and yield The reactants are CS(=O)C (dimethylsulfoxide), C(C)(=O)NC1=NC=CC(=C1)C=1C(=NN(C1)C1=NNC(CC1)=O)C1=CC=C(C=C1)F (4-(2-acetylaminopyridin-4-yl)-3-(4-fluorophenyl)-1-(1,4,5,6-tetrahydro-6-oxopyridazin-3-yl)-1H-pyrazole), Cl (hydrochloric acid). Run in C(C)(=O)OCC (ethyl acetate). Conditions: time 15 minute. Yields the product Cl.C(C)(=O)NC1=NC=CC(=C1)C=1C(=NN(C1)C1=NNC(CC1)=O)C1=CC=C(C=C1)F (4-(2-Acetylaminopyridin-4-yl)-3-(4-fluorophenyl)-1-(1,4,5,6-tetrahydro-6-oxopyridazin-3-yl)-1H-pyrazole hydrochloride). Yield: 98.7%. As a reaction SMILES: CS(C)=O.[C:5]([NH:8][C:9]1[CH:14]=[C:13]([C:15]2[C:16]([C:27]3[CH:32]=[CH:31][C:30]([F:33])=[CH:29][CH:28]=3)=[N:17][N:18]([C:20]3[CH2:25][CH2:24][C:23](=[O:26])[NH:22][N:21]=3)[CH:19]=2)[CH:12]=[CH:11][N:10]=1)(=[O:7])[CH3:6].[ClH:34]>C(OCC)(=O)C>[ClH:34].[C:5]([NH:8][C:9]1[CH:14]=[C:13]([C:15]2[C:16]([C:27]3[CH:28]=[CH:29][C:30]([F:33])=[CH:31][CH:32]=3)=[N:17][N:18]([C:20]3[CH2:25][CH2:24][C:23](=[O:26])[NH:22][N:21]=3)[CH:19]=2)[CH:12]=[CH:11][N:10]=1)(=[O:7])[CH3:6] |f:4.5|. Reported procedure: To 0.60 ml of a dimethylsulfoxide solution containing 58.9 mg (0.15 mmol) of 4-(2-acetylaminopyridin-4-yl)-3-(4-fluorophenyl)-1-(1,4,5,6-tetrahydro-6-oxopyridazin-3-yl)-1H-pyrazole obtained in Example 57 was added 15.5 μl (0.18 mmol) of 12N hydrochloric acid at 45° C. over 1 minute, and the mixture was stirred at the same temperature for 15 minutes. Then, 3 ml of ethyl acetate was added to the mixture over 10 minutes, and after gradually cooling the mixture to room temperature, the mixture was f... Starting materials: [Al+3], C1CCOC1, [H-], [H-], [H-], [H-], [Li+], Cc1ccc2c(c1)nc(C(C)(C)O)n2C1CCN(C(=O)C2Cc3ccc(N)cc3C2)CC1. The product is Cc1ccc2c(c1)nc(C(C)(C)O)n2C1CCN(CC2Cc3ccc(N)cc3C2)CC1. As a reaction SMILES: [Al+3:34].[CH2:39]1[O:40][CH2:41][CH2:42][CH2:43]1.[H-:33].[H-:36].[H-:37].[H-:38].[Li+:35].[NH2:1][c:2]1[cH:3][c:4]2[c:8]([cH:9][cH:10]1)[CH2:7][CH:6]([C:11](=[O:12])[N:13]1[CH2:14][CH2:15][CH:16]([n:19]3[c:20]([C:29]([CH3:30])([CH3:31])[OH:32])[n:21][c:22]4[c:23]3[cH:24][cH:25][c:26]([CH3:28])[cH:27]4)[CH2:17][CH2:18]1)[CH2:5]2>>[NH2:1][c:2]1[cH:3][c:4]2[c:8]([cH:9][cH:10]1)[CH2:7][CH:6]([CH2:11][N:13]1[CH2:14][CH2:15][CH:16]([n:19]3[c:20]([C:29]([CH3:30])([CH3:31])[OH:32])[n:21][c:22]4[c:23]3[cH:24][cH:25][c:26]([CH3:28])[cH:27]4)[CH2:17][CH2:18]1)[CH2:5]2. Starting materials: OC=1C=C(C=CC=O)C=CC1O (3,4-dihydroxycinnamaldehyde), C(#N)CC(=O)NCC1=CC=NC=C1 (2-cyano-N-pyridin-4-ylmethylacetamide). The product is N1=CC=C(C=C1)CNC(=O)\C(\C#N)=C\C=C\C1=CC(=C(C=C1)O)O ((E,E)-2-((Pyridin-4-ylmethyl)aminocarbonyl)-3-(3,4-dihydroxystyryl)acrylonitrile). Reaction SMILES: [OH:1][C:2]1[CH:3]=[C:4]([CH:9]=[CH:10][C:11]=1[OH:12])[CH:5]=[CH:6][CH:7]=O.[C:13]([CH2:15][C:16]([NH:18][CH2:19][C:20]1[CH:25]=[CH:24][N:23]=[CH:22][CH:21]=1)=[O:17])#[N:14]>>[N:23]1[CH:24]=[CH:25][C:20]([CH2:19][NH:18][C:16](/[C:15](=[CH:7]/[CH:6]=[CH:5]/[C:4]2[CH:9]=[CH:10][C:11]([OH:12])=[C:2]([OH:1])[CH:3]=2)/[C:13]#[N:14])=[O:17])=[CH:21][CH:22]=1. Procedure details: The compound was prepared as described in Example 3 by adding 3,4-dihydroxycinnamaldehyde (32 mg, 0.2 mmol) to 2-cyano-N-pyridin-4-ylmethylacetamide (33 mg, 0.2 mmol). After refluxing for 2 h and recrystallization from ethanol-water an orange solid was obtained (44 mg, 69%). The product gave the following analytical data: Reactants: BrC=1C=CC(=C(C#N)C1)C(F)F (5-Bromo-2-(difluoromethyl)benzonitrile), C(Cl)(Cl)(Cl)Br (CCl3Br), C(=O)([O-])[O-].[Na+].[Na+] (Na2CO3). Product: BrC=1C=CC(=C(C#N)C1)C(F)(F)Br (5-Bromo-2-[bromo(difluoro)methyl]benzonitrile). As a reaction SMILES: [Br:1][C:2]1[CH:3]=[CH:4][C:5]([CH:10]([F:12])[F:11])=[C:6]([CH:9]=1)[C:7]#[N:8].C([Br:17])(Cl)(Cl)Cl.C([O-])([O-])=O.[Na+].[Na+]>>[Br:1][C:2]1[CH:3]=[CH:4][C:5]([C:10]([Br:17])([F:11])[F:12])=[C:6]([CH:9]=1)[C:7]#[N:8] |f:2.3.4|. Procedure details: A mixture of the title compound from Example 302 Step A (2.44 g, 10.5 mmol), CCl3Br (8 mL) and Na2CO3 (480 mg, 4.5 mmol) in a sealed vessel was illuminated by a sunlamp for 30 h. Purification by silica gel flash chromatography using 8:1 to 6:1 to 4:1 hexanes:DCM as mobile phase yielded the title compound: 1H NMR (500 MHz, CD2Cl2) δ 8.03 (s, 1H), 7.92 (d, J=8.5 Hz, 1H), 7.65 (d, J=8.5 Hz, 1H). Reactants: C(C)C1=NC2=C(N1C1=NC(=C3N=C(N(C3=N1)C)C=O)N1CCOCC1)C=CC=C2 (2-(2-ethylbenzoimidazol-1-yl)-9-methyl-6-morpholin-4-yl-9H-purine-8-carbaldehyde), N1CCC(CC1)N1CC(C1)O (1-piperidin-4-ylazetidin-3-ol), C(C)(=O)O[BH-](OC(C)=O)OC(C)=O.[Na+] (Sodium triacetoxyborohydride). Solvent: ClCCCl (DCE). Reaction conditions: time 3 hour. Product: C(C)C1=NC2=C(N1C1=NC(=C3N=C(N(C3=N1)C)CN1CCC(CC1)N1CC(C1)O)N1CCOCC1)C=CC=C2 (1-(1-((2-(2-ethyl-1H-benzo[d]imidazol-1-yl)-9-methyl-6-morpholino-9H-purin-8-yl)methyl)piperidin-4-yl)azetidin-3-ol). Yield: 68.2%. RXN SMILES: [CH2:1]([C:3]1[N:7]([C:8]2[N:16]=[C:15]3[C:11]([N:12]=[C:13]([CH:18]=O)[N:14]3[CH3:17])=[C:10]([N:20]3[CH2:25][CH2:24][O:23][CH2:22][CH2:21]3)[N:9]=2)[C:6]2[CH:26]=[CH:27][CH:28]=[CH:29][C:5]=2[N:4]=1)[CH3:2].[NH:30]1[CH2:35][CH2:34][CH:33]([N:36]2[CH2:39][CH:38]([OH:40])[CH2:37]2)[CH2:32][CH2:31]1.C(O[BH-](OC(=O)C)OC(=O)C)(=O)C.[Na+]>ClCCCl>[CH2:1]([C:3]1[N:7]([C:8]2[N:16]=[C:15]3[C:11]([N:12]=[C:13]([CH2:18][N:30]4[CH2:35][CH2:34][CH:33]([N:36]5[CH2:39][CH:38]([OH:40])[CH2:37]5)[CH2:32][CH2:31]4)[N:14]3[CH3:17])=[C:10]([N:20]3[CH2:25][CH2:24][O:23][CH2:22][CH2:21]3)[N:9]=2)[C:6]2[CH:26]=[CH:27][CH:28]=[CH:29][C:5]=2[N:4]=1)[CH3:2] |f:2.3|. Procedure: A mixture of 2-(2-ethylbenzoimidazol-1-yl)-9-methyl-6-morpholin-4-yl-9H-purine-8-carbaldehyde (0.157 g, 0.40 mmol), 1-piperidin-4-ylazetidin-3-ol (0.075 g, 0.48 mmol) and 4 Å molecular sieves (0.4 g) in DCE (5 mL) was stirred for 3 h at room temperature. Sodium triacetoxyborohydride (0.17 g, 0.80 mmol) was added and the reaction mixture was stirred for 18 h at room temperature. The reaction mixture was filtered through Celite and the filtrate was concentrated in vacuo. The residue was purified b... Reactants: NC1=C2C(C(=CN(C2=C(C(=C1F)F)Cl)C1=NC(=C(C=C1F)F)N)C(=O)O)=O (5-Amino-1-(6-amino-3,5-difluoropyridin-2-yl)-8-chloro-6,7-difluoro-4-oxo-1,4-dihydroquinoline-3-carboxylic acid), CO (methanol), C[O-].[Na+] (sodium methoxide), CO (methanol). Run in C(C)(=O)O (Acetic acid). Reaction conditions: temperature 45 celsius, time 3 day. Yields the product NC1=C2C(C(=CN(C2=C(C(=C1F)OC)Cl)C1=NC(=C(C=C1F)F)N)C(=O)O)=O (5-Amino-1-(6-amino-3,5-difluoropyridin-2-yl)-8-chloro-6-fluoro-7-methoxy-4-oxo-1,4-dihydroquinoline-3-carboxylic Acid). The yield is 79.0%. Reaction SMILES: [NH2:1][C:2]1[C:11]([F:12])=[C:10](F)[C:9]([Cl:14])=[C:8]2[C:3]=1[C:4](=[O:27])[C:5]([C:24]([OH:26])=[O:25])=[CH:6][N:7]2[C:15]1[C:20]([F:21])=[CH:19][C:18]([F:22])=[C:17]([NH2:23])[N:16]=1.[CH3:28][OH:29].C[O-].[Na+]>C(O)(=O)C>[NH2:1][C:2]1[C:11]([F:12])=[C:10]([O:29][CH3:28])[C:9]([Cl:14])=[C:8]2[C:3]=1[C:4](=[O:27])[C:5]([C:24]([OH:26])=[O:25])=[CH:6][N:7]2[C:15]1[C:20]([F:21])=[CH:19][C:18]([F:22])=[C:17]([NH2:23])[N:16]=1 |f:2.3|. Procedure: 5-Amino-1-(6-amino-3,5-difluoropyridin-2-yl)-8-chloro-6,7-difluoro-4-oxo-1,4-dihydroquinoline-3-carboxylic acid (150 mg) and a methanol solution (about 28%; 200 mg) of sodium methoxide were added to methanol (2 ml), and the mixture was stirred at 45° C. for 3 days. Acetic acid (80 mg) was added to the reaction mixture, and the mixture was heated under reflux for 1 hour. After the reaction mixture was allowed to cool, deposits were collected by filtration and washed with methanol and diisopropyl ... Reactants: C[Si](C)(C)C=[N+]=[N-], CO, Nc1ccc(C(=O)O)c(C(F)(F)F)c1. Product: Nc1ccc(CO)c(C(F)(F)F)c1. RXN SMILES: [CH3:15][Si:16]([CH:17]=[N+:18]=[N-:19])([CH3:20])[CH3:21].[CH3:22][OH:23].[NH2:1][c:2]1[cH:3][c:4]([C:11]([F:12])([F:13])[F:14])[c:5]([C:6](=[O:7])[OH:8])[cH:9][cH:10]1>>[NH2:1][c:2]1[cH:3][c:4]([C:11]([F:12])([F:13])[F:14])[c:5]([CH2:6][OH:7])[cH:9][cH:10]1.